From a dataset of the Open Reaction Database (ORD), a public repository of structured organic reaction records. describe an organic reaction: reactants, conditions, products, and yield Starting materials: C1C[N+](CCO1)=S(F)F.F[B-](F)(F)F, n1c(nc2c(c1c1cnc(nc1)N)CCN2C1CC(C1)(F)F)N1CCOC[C@@H]1CO. Reagents/catalysts: c1ccc(cc1)-c2c3ccccc3cc4ccccc24 (9-Phenylanthracene). The solvent is CC#N (MeCN). Reaction conditions: temperature 25 celsius, time 18 hour. Yields the product Nc1ncc(cn1)c2nc(nc3N(CCc23)C4CC(F)(F)C4)N5CCOC[C@@H]5CF. Reaction SMILES: [NH2:1][c:2]1[n:7][cH:6][c:5]([c:8]2[c:16]([c:12]3[n:11][c:10]([N:23]4[C@@H:28]([CH2:29]O)[CH2:27][O:26][CH2:25][CH2:24]4)[n:9]2)[CH2:15][CH2:14][N:13]3[CH:17]5[CH2:22][C:19]([F:21])([F:20])[CH2:18]5)[cH:4][n:3]1.[F:30]S(F)=[N+]1CCOCC1.F[B-](F)(F)F>>[NH2:1][c:2]1[n:7][cH:6][c:5]([c:8]2[c:16]([c:12]3[n:11][c:10]([N:23]4[C@@H:28]([CH2:29][F:30])[CH2:27][O:26][CH2:25][CH2:24]4)[n:9]2)[CH2:15][CH2:14][N:13]3[CH:17]5[CH2:22][C:19]([F:21])([F:20])[CH2:18]5)[cH:4][n:3]1. Reactants: COC(\C(=C\C1CCCCC1)\C1=CC(=C(C=C1)F)F)=O ((E)-3-cyclohexyl 2-(3,4-difluoro-phenyl)-acrylic acid methyl ester), [OH-].[Na+] (sodium hydroxide). Solvent: C(C)O (ethanol). Run at temperature 40 celsius, time 15 hour. The product is C1(CCCCC1)/C=C(/C(=O)O)\C1=CC(=C(C=C1)F)F ((E)-3-cyclohexyl-2-(3,4-difluoro-phenyl)-acrylic acid). The yield is 97.2%. Reaction SMILES: C[O:2][C:3](=[O:20])/[C:4](/[C:12]1[CH:17]=[CH:16][C:15]([F:18])=[C:14]([F:19])[CH:13]=1)=[CH:5]/[CH:6]1[CH2:11][CH2:10][CH2:9][CH2:8][CH2:7]1.[OH-].[Na+]>C(O)C>[CH:6]1(/[CH:5]=[C:4](\[C:12]2[CH:17]=[CH:16][C:15]([F:18])=[C:14]([F:19])[CH:13]=2)/[C:3]([OH:20])=[O:2])[CH2:11][CH2:10][CH2:9][CH2:8][CH2:7]1 |f:1.2|. Procedure details: A solution of (E)-3-cyclohexyl 2-(3,4-difluoro-phenyl)-acrylic acid methyl ester (0.55 g, 1.97 mmol) in ethanol (10 mL) was treated with a 1N aqueous sodium hydroxide solution (4 mL). The solution was heated at 40° C. For 15 h, at which time, thin layer chromatography analysis of the mixture indicated the absence of starting material. The reaction mixture was then concentrated in vacuo to remove ethanol, and the residue was diluted with water (30 mL) and then acidified with a 1N aqueous hydrochl... Reactants: COC(=O)c1ccc(CCl)cc1-c1ccccc1, [CH3], [H-], [Na+], OCC1CCOC1, CN(C)C=O. Product: COC(=O)c1ccc(COCC2CCOC2)cc1-c1ccccc1. Reaction SMILES: [CH3:1][O:2][C:3]([c:4]1[c:5](-[c:12]2[cH:13][cH:14][cH:15][cH:16][cH:17]2)[cH:6][c:7]([CH2:10][Cl:11])[cH:8][cH:9]1)=[O:18].[CH3:28].[H-:27].[Na+:26].[O:19]1[CH2:20][CH:21]([CH2:24][OH:25])[CH2:22][CH2:23]1.[O:29]=[CH:30][N:31]([CH3:32])[CH3:33]>>[CH3:1][O:2][C:3]([c:4]1[c:5](-[c:12]2[cH:13][cH:14][cH:15][cH:16][cH:17]2)[cH:6][c:7]([CH2:10][O:25][CH2:24][CH:21]2[CH2:20][O:19][CH2:23][CH2:22]2)[cH:8][cH:9]1)=[O:18]. The reactants are O=C(Br)CBr, ClCCl, COc1cc(N)c(C(=O)Cc2ccc(Cl)c(Cl)c2)cc1OC. Product: COc1cc(NC(=O)CBr)c(C(=O)Cc2ccc(Cl)c(Cl)c2)cc1OC. As a reaction SMILES: [Br:23][CH2:24][C:25](=[O:26])[Br:27].[Cl:28][CH2:29][Cl:30].[NH2:1][c:2]1[c:3]([C:12]([CH2:13][c:14]2[cH:15][c:16]([Cl:21])[c:17]([Cl:20])[cH:18][cH:19]2)=[O:22])[cH:4][c:5]([O:10][CH3:11])[c:6]([O:8][CH3:9])[cH:7]1>>[NH:1]([c:2]1[c:3]([C:12]([CH2:13][c:14]2[cH:15][c:16]([Cl:21])[c:17]([Cl:20])[cH:18][cH:19]2)=[O:22])[cH:4][c:5]([O:10][CH3:11])[c:6]([O:8][CH3:9])[cH:7]1)[C:25]([CH2:24][Br:23])=[O:26]. Starting materials: CN1C=C(C=C1)C(=O)O (methyl 1H-pyrrole-3-carboxylic acid), N1C=C(C=C1)C(=O)N1CCCC1 ((1H-pyrrol-3-yl)(pyrrolidin-1-yl)methanone), C1(CCC1)N1CCC(CC1)OC1=CC=C(C=C1)I (1-cyclobutyl-4-(4-iodophenoxy)piperidine), C(C)(C)(C)N1CCC(CC1)OC1=CC=C(C=C1)I (1-tert-butyl-4-(4-iodophenoxy)piperidine). Yields the product C(C)(C)(C)N1CCC(CC1)OC1=CC=C(C=C1)N1C=C(C=C1)C(=O)N1CCCC1 ((1-{4-[(1-tert-butylpiperidin-4-yl)oxy]phenyl}-1H-pyrrol-3-yl)(pyrrolidin-1-yl)methanone). As a reaction SMILES: CN1C=CC(C(O)=O)=C1.[NH:10]1[CH:14]=[CH:13][C:12]([C:15]([N:17]2[CH2:21][CH2:20][CH2:19][CH2:18]2)=[O:16])=[CH:11]1.C1(N2CCC(OC3C=CC(I)=CC=3)CC2)CCC1.[C:40]([N:44]1[CH2:49][CH2:48][CH:47]([O:50][C:51]2[CH:56]=[CH:55][C:54](I)=[CH:53][CH:52]=2)[CH2:46][CH2:45]1)([CH3:43])([CH3:42])[CH3:41]>>[C:40]([N:44]1[CH2:45][CH2:46][CH:47]([O:50][C:51]2[CH:56]=[CH:55][C:54]([N:10]3[CH:14]=[CH:13][C:12]([C:15]([N:17]4[CH2:21][CH2:20][CH2:19][CH2:18]4)=[O:16])=[CH:11]3)=[CH:53][CH:52]=2)[CH2:48][CH2:49]1)([CH3:43])([CH3:41])[CH3:42]. Reported procedure: The titled compound was prepared as a colorless crystal by repeating the procedure of Example 1, except that the methyl 1H-pyrrole-3-carboxylic acid was replaced by (1H-pyrrol-3-yl)(pyrrolidin-1-yl)methanone and the 1-cyclobutyl-4-(4-iodophenoxy)piperidine by 1-tert-butyl-4-(4-iodophenoxy)piperidine (which can be synthesized in accordance with the method described in WO2008072724). Reactants: [Al+3], CCSc1ccccc1, COCOC, [Cl-], [Cl-], [Cl-], ClCCCl, O. The product is CCSc1ccc(CCl)cc1. As a reaction SMILES: [Al+3:2].[CH2:10]([CH3:11])[S:12][c:13]1[cH:14][cH:15][cH:16][cH:17][cH:18]1.[CH3:5][O:6][CH2:7][O:8][CH3:9].[Cl-:1].[Cl-:3].[Cl-:4].[Cl:20][CH2:21][CH2:22][Cl:23].[OH2:19]>>[Cl:1][CH2:5][c:16]1[cH:15][cH:14][c:13]([S:12][CH2:10][CH3:11])[cH:18][cH:17]1. Reactants: O=C1CCCN(c2ccc(Br)cc2)C(=O)C1, C1COCCN1, Cc1ccc(S(=O)(=O)O)cc1, c1ccccc1. Product: O=C1C(N2CCOCC2)=CCCCN1c1ccc(Br)cc1. RXN SMILES: [Br:1][c:2]1[cH:3][cH:4][c:5]([N:8]2[C:9](=[O:16])[CH2:10][C:11](=[O:15])[CH2:12][CH2:13][CH2:14]2)[cH:6][cH:7]1.[CH2:17]1[CH2:18][O:19][CH2:20][CH2:21][NH:22]1.[c:23]1([CH3:24])[cH:25][cH:26][c:27]([S:28]([OH:29])(=[O:30])=[O:31])[cH:32][cH:33]1.[cH:34]1[cH:35][cH:36][cH:37][cH:38][cH:39]1>>[Br:1][c:2]1[cH:3][cH:4][c:5]([N:8]2[C:9](=[O:16])[C:10]([N:22]3[CH2:17][CH2:18][O:19][CH2:20][CH2:21]3)=[CH:11][CH2:12][CH2:13][CH2:14]2)[cH:6][cH:7]1. Reactants: Amidine, ClP(C(C)C)C(C)C (chlorodiisopropylphosphine), CN(CCNC(C1=CC=CC=C1)=N)C (N1-(2-(dimethylamino)ethyl)benzamidine), C(CCC)[Li] (butyllithium). The product is CN(CCNC(C1=CC=CC=C1)=NP(C(C)C)C(C)C)C (N1-(2-(dimethylamino)ethyl)-N2-(diisopropylphosphino)-benzamidine). Reaction SMILES: [CH3:1][N:2]([CH3:14])[CH2:3][CH2:4][NH:5][C:6](=[NH:13])[C:7]1[CH:12]=[CH:11][CH:10]=[CH:9][CH:8]=1.C([Li])CCC.Cl[P:21]([CH:25]([CH3:27])[CH3:26])[CH:22]([CH3:24])[CH3:23]>>[CH3:1][N:2]([CH3:14])[CH2:3][CH2:4][NH:5][C:6](=[N:13][P:21]([CH:25]([CH3:27])[CH3:26])[CH:22]([CH3:24])[CH3:23])[C:7]1[CH:12]=[CH:11][CH:10]=[CH:9][CH:8]=1. Reported procedure: Procedure as described for NP Amidine I using the following amounts and modifications: 0.956 g of N1-(2-(dimethylamino)ethyl)benzamidine (Amidine XII, 5.0 mmol), 2.50 mL of 2.0 M butyllithium (5.0 mmol), 0.80 mL chlorodiisopropylphosphine (5.0 mmol). After filtration to remove lithium chloride and removal of solvent, a yellow oil was isolated (1.52 g, 99%). Reactants: O (water), [OH-].[Na+] (sodium hydroxide), O (water), C(C(C)(C)C)OC=1C=C(C(=O)OC)C=CC1 (methyl 3-(neopentyloxy)benzoate), [H-].[Al+3].[Li+].[H-].[H-].[H-] (lithium aluminum hydride). Solvent: O1CCCC1 (tetrahydrofuran). Conditions: time 2 hour. The product is C(C(C)(C)C)OC=1C=C(CO)C=CC1 (3-(neopentyloxy)benzyl alcohol). Yield: 96.6%. As a reaction SMILES: [CH2:1]([O:6][C:7]1[CH:8]=[C:9]([CH:14]=[CH:15][CH:16]=1)[C:10](OC)=[O:11])[C:2]([CH3:5])([CH3:4])[CH3:3].[H-].[Al+3].[Li+].[H-].[H-].[H-].O.[OH-].[Na+]>O1CCCC1>[CH2:1]([O:6][C:7]1[CH:8]=[C:9]([CH:14]=[CH:15][CH:16]=1)[CH2:10][OH:11])[C:2]([CH3:5])([CH3:4])[CH3:3] |f:1.2.3.4.5.6,8.9|. Procedure details: To a solution of methyl 3-(neopentyloxy)benzoate (4.51 g, 20.3 mmol) in tetrahydrofuran (100 ml) was added lithium aluminum hydride (1.93 g, 50.75 mmol) by small portions under ice-cooling, and the mixture was stirred at room temperature for 2 hrs. To the mixture were successively added slowly water (2 ml), 15% aqueous sodium hydroxide solution (2 ml) and water (6 ml) under ice-cooling. The obtained solid was filtered with celite, washed thoroughly with ethyl acetate and concentrated under reduc... Reactants: C[Si](CCOC(C1=C(C=CC(=C1)O)CCC(=O)OC(C)(C)C)=O)(C)C (2-(2-tert-butoxycarbonyl-ethyl)-5-hydroxy-benzoic acid 2-trimethylsilanyl-ethyl ester), CC1=C(N=C(O1)C1=CC=CC=C1)CCOS(=O)(=O)C1=CC=C(C=C1)C (toluene-4-sulfonic acid 2-(5-methyl-2-phenyl-oxazol-4-yl)-ethyl ester), C(=O)([O-])[O-].[Cs+].[Cs+] (Cs2CO3). Solvent: CN(C)C=O (DMF). Reaction conditions: temperature 55 celsius, time 12 hour. Yields the product C[Si](CCOC(C1=C(C=CC(=C1)OCCC=1N=C(OC1C)C1=CC=CC=C1)CCC(=O)OC(C)(C)C)=O)(C)C (2-(2-tert-Butoxycarbonyl-ethyl)-5-[2-(5-methyl-2-phenyl-oxazol-4-yl)-ethoxy]-benzoic acid 2-trimethylsilanyl-ethyl ester). The yield is 78.1%. As a reaction SMILES: [CH3:1][Si:2]([CH3:25])([CH3:24])[CH2:3][CH2:4][O:5][C:6](=[O:23])[C:7]1[CH:12]=[C:11]([OH:13])[CH:10]=[CH:9][C:8]=1[CH2:14][CH2:15][C:16]([O:18][C:19]([CH3:22])([CH3:21])[CH3:20])=[O:17].[CH3:26][C:27]1[O:31][C:30]([C:32]2[CH:37]=[CH:36][CH:35]=[CH:34][CH:33]=2)=[N:29][C:28]=1[CH2:38][CH2:39]OS(C1C=CC(C)=CC=1)(=O)=O.C([O-])([O-])=O.[Cs+].[Cs+]>CN(C=O)C>[CH3:25][Si:2]([CH3:24])([CH3:1])[CH2:3][CH2:4][O:5][C:6](=[O:23])[C:7]1[CH:12]=[C:11]([O:13][CH2:39][CH2:38][C:28]2[N:29]=[C:30]([C:32]3[CH:37]=[CH:36][CH:35]=[CH:34][CH:33]=3)[O:31][C:27]=2[CH3:26])[CH:10]=[CH:9][C:8]=1[CH2:14][CH2:15][C:16]([O:18][C:19]([CH3:22])([CH3:20])[CH3:21])=[O:17] |f:2.3.4|. Procedure: To a solution of 2-(2-tert-butoxycarbonyl-ethyl)-5-hydroxy-benzoic acid 2-trimethylsilanyl-ethyl ester (4.30 g, 11.7 mmol) and toluene-4-sulfonic acid 2-(5-methyl-2-phenyl-oxazol-4-yl)-ethyl ester (4.61 g, 12.9 mmol) in DMF (30 mL) was added Cs2CO3 (4.59 g, 14.1 mmol). The suspension was stirred at 55° C. for 12 h. The reaction mixture was quenched with H2O (200 mL) and extracted with EtOAc (3×100 mL). The combined organics were dried (Na2SO4) and concentrated to a residue, which was purified us...